Dataset: the Open Reaction Database (ORD), a public repository of structured organic reaction records. Task: describe an organic reaction: reactants, conditions, products, and yield Reactants: C(=O)(OC)C1C(CCC(C1)(C#N)C1=C(C=CC=C1)Cl)=O (2-carbomethoxy-4-(o-chlorophenyl)-4-cyanocyclohexanone), C(=O)(OC)C1C(CCC(C1)(C#N)C1=CC=C(C=C1)Cl)=O (2-carbomethoxy-4-(p-chlorophenyl)-4-cyanocyclohexanone), S(O)(O)(=O)=O (sulfuric acid). The solvent is C(C)(=O)O (acetic acid). Yields the product ClC1=C(C=CC=C1)C1(CCC(CC1)=O)C#N (4-(o-chlorophenyl)-4-cyanocyclohexanone). Isolated yield 80.0%. As a reaction SMILES: C([CH:5]1[CH2:10][C:9]([C:13]2[CH:18]=[CH:17][CH:16]=[CH:15][C:14]=2[Cl:19])([C:11]#[N:12])[CH2:8][CH2:7][C:6]1=[O:20])(OC)=O.C(C1CC(C2C=CC(Cl)=CC=2)(C#N)CCC1=O)(OC)=O.S(=O)(=O)(O)O>C(O)(=O)C>[Cl:19][C:14]1[CH:15]=[CH:16][CH:17]=[CH:18][C:13]=1[C:9]1([C:11]#[N:12])[CH2:8][CH2:7][C:6](=[O:20])[CH2:5][CH2:10]1. Reported procedure: Following the procedure of Example 1, Part C, but substituting 33.4 gm. (0.115 mole) of 2-carbomethoxy-4-(o-chlorophenyl)-4-cyanocyclohexanone (prepared in Part B, above) for the 29.8 gm. of the 2-carbomethoxy-4-(p-chlorophenyl)-4-cyanocyclohexanone, using 730 ml. glacial acetic acid and 365 ml. 10 percent aqueous sulfuric acid instead of the 660 ml. and 330 ml., respectively, and heating for 48 hours instead of 24 hours there is obtained a residual solid that is recrystallized from a mixture of...